Dataset: the Open Reaction Database (ORD), a public repository of structured organic reaction records. Task: describe an organic reaction: reactants, conditions, products, and yield Starting materials: NC1=C(C=CC(=C1)Cl)NC(C1=CN=C(C=C1)Cl)=O (N-(2-Amino-4-chlorophenyl)-6-chloronicotinamide), C(CN)N (ethylenediamine). Yields the product NC1=C(C=CC(=C1)Cl)NC(C1=CN=C(C=C1)NCCN)=O (N-(2-amino-4-chlorophenyl)-6-(2-aminoethylamino)nicotinamide). The yield is 59.0%. Reaction SMILES: [NH2:1][C:2]1[CH:7]=[C:6]([Cl:8])[CH:5]=[CH:4][C:3]=1[NH:9][C:10](=[O:18])[C:11]1[CH:16]=[CH:15][C:14](Cl)=[N:13][CH:12]=1.[CH2:19]([NH2:22])[CH2:20][NH2:21]>>[NH2:1][C:2]1[CH:7]=[C:6]([Cl:8])[CH:5]=[CH:4][C:3]=1[NH:9][C:10](=[O:18])[C:11]1[CH:16]=[CH:15][C:14]([NH:21][CH2:20][CH2:19][NH2:22])=[N:13][CH:12]=1. Procedure: N-(2-Amino-4-chlorophenyl)-6-chloronicotinamide (282 mg, 1 mmol) and 5 ml of ethylenediamine were heated to 80° C. for 3 hours. The excess ethylenediamine was removed under vacuum. To the residue was added 5 ml of 0.20 M NaOH. The mixture was extracted with 100 ml of ethyl acetate. The ethyl acetate was removed under vacuum to give the title compound (180 mg, 59% yield) as a brown solid. LC-MS (m/z) 306 (M+1). Run in CC(=O)C (acetone). Reactants: C([O-])([O-])=O.[K+].[K+] (Potassium carbonate), COC(C1=CC(=C(C=C1)F)O)=O (4-Fluoro-3-hydroxy-benzoic acid methyl ester), C(C=C)Br (allyl bromide). Yields the product COC(C1=CC(=C(C=C1)F)OCC=C)=O (3-Allyloxy-4-fluoro-benzoic acid methyl ester). Procedure: 4-Fluoro-3-hydroxy-benzoic acid methyl ester (26.3 g, 154.5 mmol) is dissolved in acetone (300 ml). Potassium carbonate (42.7 g, 305.8 mmol) is added, followed 5 minutes later by the addition of allyl bromide (20 ml, 229 mmol). The reaction mixture is stirred overnight at rt, concentrated in vacuo and then diluted with ether and water. The organic layer is washed with saturated brine, dried over sodium sulfate, filtered and concentrated to give the product as a colourless oil. Reaction conditions: time 8 hour. RXN SMILES: [CH3:1][O:2][C:3](=[O:12])[C:4]1[CH:9]=[CH:8][C:7]([F:10])=[C:6]([OH:11])[CH:5]=1.C(=O)([O-])[O-].[K+].[K+].[CH2:19](Br)[CH:20]=[CH2:21]>CC(C)=O>[CH3:1][O:2][C:3](=[O:12])[C:4]1[CH:9]=[CH:8][C:7]([F:10])=[C:6]([O:11][CH2:21][CH:20]=[CH2:19])[CH:5]=1 |f:1.2.3|.